From a dataset of the Open Reaction Database (ORD), a public repository of structured organic reaction records. describe an organic reaction: reactants, conditions, products, and yield Starting materials: N1CCOCC1 (morpholine), C1(CCCCC1)P(C1=C(C=CC=C1)C1=C(C=C(C=C1C(C)C)C(C)C)C(C)C)C1CCCCC1 (2-dicyclohexylphosphino-2′,4′,6′-triisopropylbiphenyl), C([O-])([O-])=O.[Cs+].[Cs+] (cesium carbonate), BrC=1C=C2C(=C(C(=NC2=CC1)C)S(=O)(=O)C)C1=CC=C(C=C1)C(F)(F)F (6-Bromo-3-methanesulfonyl-2-methyl-4-(4-trifluoromethyl-phenyl)-quinoline), compound. Run in CCCCCCC (heptane), C(C)(C)(C)O (tert.-butanol). Conditions: temperature 110 celsius. The product is CS(=O)(=O)C=1C(=NC2=CC=C(C=C2C1C1=CC=C(C=C1)C(F)(F)F)N1CCOCC1)C (3-Methanesulfonyl-2-methyl-6-morpholin-4-yl-4-(4-trifluoromethyl-phenyl)-quinoline). Isolated yield 36.4%. Reaction SMILES: C1(P(C2CCCCC2)C2C=CC=CC=2C2C(C(C)C)=CC(C(C)C)=CC=2C(C)C)CCCCC1.C(=O)([O-])[O-].[Cs+].[Cs+].Br[C:42]1[CH:43]=[C:44]2[C:49](=[CH:50][CH:51]=1)[N:48]=[C:47]([CH3:52])[C:46]([S:53]([CH3:56])(=[O:55])=[O:54])=[C:45]2[C:57]1[CH:62]=[CH:61][C:60]([C:63]([F:66])([F:65])[F:64])=[CH:59][CH:58]=1.[NH:67]1[CH2:72][CH2:71][O:70][CH2:69][CH2:68]1>C(O)(C)(C)C.CCCCCCC>[CH3:56][S:53]([C:46]1[C:47]([CH3:52])=[N:48][C:49]2[C:44]([C:45]=1[C:57]1[CH:58]=[CH:59][C:60]([C:63]([F:64])([F:66])[F:65])=[CH:61][CH:62]=1)=[CH:43][C:42]([N:67]1[CH2:72][CH2:71][O:70][CH2:69][CH2:68]1)=[CH:51][CH:50]=2)(=[O:54])=[O:55] |f:1.2.3|. Procedure: A tube placed under argon was charged with tris(dibenzylideneacetone)dipalladium chloroform complex (51 mg, 0.05 mmol), 2-dicyclohexylphosphino-2′,4′,6′-triisopropylbiphenyl (47 mg, 0.10 mmol) and cesium carbonate (1.21 g, 3.71 mmol). 6-Bromo-3-methanesulfonyl-2-methyl-4-(4-trifluoromethyl-phenyl)-quinoline (compound of example 20) (800 mg, 1.95 mmol) in tert.-butanol (20 ml) was added, followed by morpholine (0.259 g, 2.97 mmol). The tube was sealed and heated at 110° C. for 2 h. The reaction m... The reactants are [Si](C)(C)(C(C)(C)C)OC=1C=C2CCC(CC2=CC1)C1=C(C=C(C=C1)OC)N (2-[6-(tert-butyldimethylsilyloxy)-1,2,3,4-tetrahydronaphthalen-2-yl]-5-methoxyphenylamine), Cl.FC=1C=C(C(=O)Cl)C=CC1OCCN1CCCCC1 (3-fluoro-4-(2-piperidin-1-ylethoxy)benzoyl chloride hydrochloride), [Si](C)(C)(C(C)(C)C)OC=1C=C2CCC(CC2=CC1)C1=C(C=C(C=C1)OC)NCC1=CC(=C(C=C1)OCCN1CCCCC1)F ({2-[6-(tert-butyldimethylsilyloxy)-1,2,3,4-tetrahydronaphthalen-2-yl]-5-methoxyphenyl}[3-fluoro-4-(2-piperidin-1-ylethoxy)benzyl]amine). Yields the product [Si](C)(C)(C(C)(C)C)OC=1C=C2CCC(CC2=CC1)C1=C(C=C(C=C1)OC)N(CC1=CC(=C(C=C1)OCCN1CCCCC1)F)CC ({2-[6-(tert-butyldimethylsilyloxy)-1,2,3,4-tetrahydronaphthalen-2-yl]-5-methoxyphenyl}ethyl[3-fluoro-4-(2-piperidin-1-ylethoxy)benzyl]amine). RXN SMILES: [Si](OC1C=C2C(=CC=1)CC(C1C=CC(OC)=CC=1N)CC2)(C(C)(C)C)(C)C.Cl.[F:29][C:30]1[CH:31]=[C:32]([CH:36]=[CH:37][C:38]=1[O:39][CH2:40][CH2:41][N:42]1[CH2:47][CH2:46][CH2:45][CH2:44][CH2:43]1)[C:33](Cl)=O.[Si:48]([O:55][C:56]1[CH:57]=[C:58]2[C:63](=[CH:64][CH:65]=1)[CH2:62][CH:61]([C:66]1[CH:71]=[CH:70][C:69]([O:72][CH3:73])=[CH:68][C:67]=1[NH:74][CH2:75][C:76]1C=CC(OCCN3CCCCC3)=C(F)C=1)[CH2:60][CH2:59]2)([C:51]([CH3:54])([CH3:53])[CH3:52])([CH3:50])[CH3:49]>>[Si:48]([O:55][C:56]1[CH:57]=[C:58]2[C:63](=[CH:64][CH:65]=1)[CH2:62][CH:61]([C:66]1[CH:71]=[CH:70][C:69]([O:72][CH3:73])=[CH:68][C:67]=1[N:74]([CH2:75][CH3:76])[CH2:33][C:32]1[CH:36]=[CH:37][C:38]([O:39][CH2:40][CH2:41][N:42]3[CH2:47][CH2:46][CH2:45][CH2:44][CH2:43]3)=[C:30]([F:29])[CH:31]=1)[CH2:60][CH2:59]2)([C:51]([CH3:54])([CH3:53])[CH3:52])([CH3:50])[CH3:49] |f:1.2|. Procedure details: Synthesized from 2-[6-(tert-butyldimethylsilyloxy)-1,2,3,4-tetrahydronaphthalen-2-yl]-5-methoxyphenylamine and 3-fluoro-4-(2-piperidin-1-ylethoxy)benzoyl chloride hydrochloride according to an analogous synthetic method to Example 152, {2-[6-(tert-butyldimethylsilyloxy)-1,2,3,4-tetrahydronaphthalen-2-yl]-5-methoxyphenyl}[3-fluoro-4-(2-piperidin-1-ylethoxy)benzyl]amine (480 mg) was used according to an analogous synthetic method to Example 36 to provide {2-[6-(tert-butyldimethylsilyloxy)-1,2,3,4-...